This data is from the Open Reaction Database (ORD), a public repository of structured organic reaction records. The task is: describe an organic reaction: reactants, conditions, products, and yield The reactants are Cc1ccc(-c2nc3c(-c4ccccc4)n[nH]c3c(=O)n2-c2ccc(Br)cc2)cc1, CI, CC#N, [K+], [K+], O=C([O-])[O-]. Product: Cc1ccc(-c2nc3c(-c4ccccc4)nn(C)c3c(=O)n2-c2ccc(Br)cc2)cc1. Reaction SMILES: [Br:1][c:2]1[cH:3][cH:4][c:5](-[n:8]2[c:9](-[c:24]3[cH:25][cH:26][c:27]([CH3:30])[cH:28][cH:29]3)[n:10][c:11]3[c:12]([c:13]2=[O:14])[nH:15][n:16][c:17]3-[c:18]2[cH:19][cH:20][cH:21][cH:22][cH:23]2)[cH:6][cH:7]1.[CH3:37][I:38].[CH3:39][C:40]#[N:41].[K+:31].[K+:32].[O-:33][C:34]([O-:35])=[O:36]>>[Br:1][c:2]1[cH:3][cH:4][c:5](-[n:8]2[c:9](-[c:24]3[cH:25][cH:26][c:27]([CH3:30])[cH:28][cH:29]3)[n:10][c:11]3[c:12]([c:13]2=[O:14])[n:15]([CH3:34])[n:16][c:17]3-[c:18]2[cH:19][cH:20][cH:21][cH:22][cH:23]2)[cH:6][cH:7]1. Reactants: CS(=O)(=O)c1ccc(-c2nccs2)c(C(=O)O)c1, CS(=O)(=O)c1ccc(N2CCNCC2)c(F)c1. The product is CS(=O)(=O)c1ccc(N2CCN(C(=O)c3cc(S(C)(=O)=O)ccc3-c3nccs3)CC2)c(F)c1. RXN SMILES: [CH3:18][S:19](=[O:20])(=[O:21])[c:22]1[cH:23][cH:24][c:25](-[c:31]2[s:32][cH:33][cH:34][n:35]2)[c:26]([C:27](=[O:28])[OH:29])[cH:30]1.[F:1][c:2]1[c:3]([N:12]2[CH2:13][CH2:14][NH:15][CH2:16][CH2:17]2)[cH:4][cH:5][c:6]([S:8](=[O:9])(=[O:10])[CH3:11])[cH:7]1>>[F:1][c:2]1[c:3]([N:12]2[CH2:13][CH2:14][N:15]([C:27]([c:26]3[c:25](-[c:31]4[s:32][cH:33][cH:34][n:35]4)[cH:24][cH:23][c:22]([S:19]([CH3:18])(=[O:20])=[O:21])[cH:30]3)=[O:28])[CH2:16][CH2:17]2)[cH:4][cH:5][c:6]([S:8](=[O:9])(=[O:10])[CH3:11])[cH:7]1. Reactants: CO, COC(=O)c1sc(-n2cnc3ccncc32)cc1OCc1c(Cl)cccc1Cl, N. The product is NC(=O)c1sc(-n2cnc3ccncc32)cc1OCc1c(Cl)cccc1Cl. Reaction SMILES: [CH3:30][OH:31].[Cl:1][c:2]1[c:3]([CH2:4][O:5][c:6]2[c:7]([C:20]([O:22][CH3:21])=[O:23])[s:8][c:9](-[n:11]3[cH:12][n:13][c:14]4[c:15]3[cH:16][n:17][cH:18][cH:19]4)[cH:10]2)[c:24]([Cl:28])[cH:25][cH:26][cH:27]1.[NH3:29]>>[Cl:1][c:2]1[c:3]([CH2:4][O:5][c:6]2[c:7]([C:20](=[O:22])[NH2:29])[s:8][c:9](-[n:11]3[cH:12][n:13][c:14]4[c:15]3[cH:16][n:17][cH:18][cH:19]4)[cH:10]2)[c:24]([Cl:28])[cH:25][cH:26][cH:27]1.